This data is from the Open Reaction Database (ORD), a public repository of structured organic reaction records. The task is: describe an organic reaction: reactants, conditions, products, and yield Reactants: O=C([O-])[O-], CCI, [K+], [K+], CN(C)C=O, O=c1[nH]cc(-c2ccccc2)c2ncccc12. The product is CCn1cc(-c2ccccc2)c2ncccc2c1=O. As a reaction SMILES: [C:18](=[O:19])([O-:20])[O-:21].[I:24][CH2:25][CH3:26].[K+:22].[K+:23].[O:27]=[CH:28][N:29]([CH3:30])[CH3:31].[c:1]1(-[c:7]2[cH:8][nH:9][c:10](=[O:17])[c:11]3[cH:12][cH:13][cH:14][n:15][c:16]23)[cH:2][cH:3][cH:4][cH:5][cH:6]1>>[c:1]1(-[c:7]2[cH:8][n:9]([CH2:25][CH3:26])[c:10](=[O:17])[c:11]3[cH:12][cH:13][cH:14][n:15][c:16]23)[cH:2][cH:3][cH:4][cH:5][cH:6]1. The reactants are [NH4+].[Cl-] (NH4Cl), FC(S(=O)(=O)OC=1CCN(CC1)C(=O)OC(C)(C)C)(F)F (1,1-dimethylethyl 4-{[(trifluoromethyl)sulfonyl]oxy}-3,6-dihydro-1(2H)-pyridinecarboxylate), ClC=1C=C(C=CC1Cl)B(O)O (3,4-dichlorophenylboronic acid), C(=O)([O-])[O-].[Na+].[Na+] (Na2CO3). The reagents and catalysts are C=1C=CC(=CC1)[P](C=2C=CC=CC2)(C=3C=CC=CC3)[Pd]([P](C=4C=CC=CC4)(C=5C=CC=CC5)C=6C=CC=CC6)([P](C=7C=CC=CC7)(C=8C=CC=CC8)C=9C=CC=CC9)[P](C=1C=CC=CC1)(C=1C=CC=CC1)C=1C=CC=CC1 (Pd(PPh3)4). The solvent is C(C)O (ethanol), C1(=CC=CC=C1)C (toluene). Run at temperature 80 celsius, time 2 hour. The product is ClC=1C=C(C=CC1Cl)C=1CCN(CC1)C(=O)OC(C)(C)C (1,1-dimethylethyl 4-(3,4-dichlorophenyl)-3,6-dihydro-1(2H)-pyridinecarboxylate). Yield: 80.7%. Reaction SMILES: FC(F)(F)S(O[C:7]1[CH2:8][CH2:9][N:10]([C:13]([O:15][C:16]([CH3:19])([CH3:18])[CH3:17])=[O:14])[CH2:11][CH:12]=1)(=O)=O.[Cl:22][C:23]1[CH:24]=[C:25](B(O)O)[CH:26]=[CH:27][C:28]=1[Cl:29].C([O-])([O-])=O.[Na+].[Na+].[NH4+].[Cl-]>C1C=CC([P]([Pd]([P](C2C=CC=CC=2)(C2C=CC=CC=2)C2C=CC=CC=2)([P](C2C=CC=CC=2)(C2C=CC=CC=2)C2C=CC=CC=2)[P](C2C=CC=CC=2)(C2C=CC=CC=2)C2C=CC=CC=2)(C2C=CC=CC=2)C2C=CC=CC=2)=CC=1.C(O)C.C1(C)C=CC=CC=1>[Cl:22][C:23]1[CH:24]=[C:25]([C:7]2[CH2:8][CH2:9][N:10]([C:13]([O:15][C:16]([CH3:19])([CH3:18])[CH3:17])=[O:14])[CH2:11][CH:12]=2)[CH:26]=[CH:27][C:28]=1[Cl:29] |f:2.3.4,5.6,^1:44,46,65,84|. Reported procedure: To a mixture of 1,1-dimethylethyl 4-{[(trifluoromethyl)sulfonyl]oxy}-3,6-dihydro-1(2H)-pyridinecarboxylate (P52, 500 mg), 3,4-dichlorophenylboronic acid (330 mg) and Pd(PPh3)4 (50 mg) under nitrogen, toluene (6.5 mL), ethanol (5 mL) and Na2CO3 (2M, 5 mL) were added in sequence. The mixture was stirred at 80° C. for 2 hours then the reaction mixture was allowed to reach room temperature. Saturated NH4Cl (30 mL) was poured into the solution and the mixture was transferred in a separator funnel. Th... The reactants are N1(CCCCC1)C1(CCNCC1)C(=O)N ([1,4′]bipiperidinyl-4′-carboxylic acid amide), [Na] (Sodium). Solvent: CCCCCC (hexane), C(CC)O (1-propanol). The product is N1(CCCCC1)C1(CCNCC1)CO ([1,4′]bipiperidinyl-4′-ylmethanol). The yield is 93.6%. RXN SMILES: [N:1]1([C:7]2([C:13](N)=[O:14])[CH2:12][CH2:11][NH:10][CH2:9][CH2:8]2)[CH2:6][CH2:5][CH2:4][CH2:3][CH2:2]1.[Na]>C(O)CC.CCCCCC>[N:1]1([C:7]2([CH2:13][OH:14])[CH2:12][CH2:11][NH:10][CH2:9][CH2:8]2)[CH2:6][CH2:5][CH2:4][CH2:3][CH2:2]1 |^1:15|. Procedure details: In a three neck round-bottom flask equipped with a stirring bar, reflux condenser, and rubber septa is placed [1,4′]bipiperidinyl-4′-carboxylic acid amide (5.01 g, 23.7 mmol) in 140 mL of anhydrous 1-propanol and the solution is heated to reflux. Sodium metal (˜9.276 g, 403.4 mmol) rinsed in hexane to remove mineral oil) is added in portions. Once the sodium metal completely dissolves, the mixture is allowed to stir over the weekend. The reaction mixture is cooled to room temperature and the sol... Reactants: FC=1C=C(COC2=CC=C(C=N[C@H](C(=O)N)C)C=C2)C=CC1 ((S)-2-[4-(3-fluorobenzyloxy)benzylideneamino]propanamide), 98.8, [BH4-].[Na+] (Sodium borohydride). Run in CO (methanol). Reaction conditions: temperature 3.5 celsius. The product is FC=1C=C(COC2=CC=C(CN[C@H](C(=O)N)C)C=C2)C=CC1 ((S)-2-[4-(3-fluorobenzyloxy)benzylamino]propanamide). Isolated yield 89.4%. As a reaction SMILES: [F:1][C:2]1[CH:3]=[C:4]([CH:20]=[CH:21][CH:22]=1)[CH2:5][O:6][C:7]1[CH:19]=[CH:18][C:10]([CH:11]=[N:12][C@@H:13]([CH3:17])[C:14]([NH2:16])=[O:15])=[CH:9][CH:8]=1.[BH4-].[Na+]>CO>[F:1][C:2]1[CH:3]=[C:4]([CH:20]=[CH:21][CH:22]=1)[CH2:5][O:6][C:7]1[CH:8]=[CH:9][C:10]([CH2:11][NH:12][C@@H:13]([CH3:17])[C:14]([NH2:16])=[O:15])=[CH:18][CH:19]=1 |f:1.2|. Procedure: A mixture of (S)-2-[4-(3-fluorobenzyloxy)benzylideneamino]propanamide (IIIa) (150 g), prepared as described in Example 16a), and methanol (900 mL) is cooled under stirring to 2-5° C. Sodium borohydride (19.0 g) is added in small portions in 2 hours to the previously prepared cold mixture keeping the temperature below 5° C. The mixture is then stirred for additional 20 min at 5° C. The reaction mixture is concentrated under vacuum and worked up as described in Example 2 to give 135 g (89.2% yield... Reactants: N1=CC(=CC=C1)C=O (Pyridine-3-carbaldehyde), CN1C(C=CC2=CC(=CC=C12)OCCCCCNCC=1C=NC=CC1)=O (1-methyl-6-{5-[(pyridin-3-ylmethyl)-amino]-pentyloxy}-1H-quinolin-2-one), C(O)([O-])=O.[Na+] (sodium hydrogencarbonate), C(C)(=O)O[BH-](OC(C)=O)OC(C)=O.[Na+] (Sodium triacetoxyborohydride). Run in ClCCCl (1,2-dichloroethane). Conditions: time 30 minute. Yields the product N1=CC(=CC=C1)CN(CCCCCOC=1C=C2C=CC(N(C2=CC1)C)=O)CC=1C=NC=CC1 (6-[5-(bis{pyridin-3-ylmethyl}amino)pentyloxy]-1-methyl-1H-quinolin-2-one). As a reaction SMILES: [N:1]1[CH:6]=[CH:5][CH:4]=[C:3]([CH:7]=O)[CH:2]=1.[CH3:9][N:10]1[C:19]2[C:14](=[CH:15][C:16]([O:20][CH2:21][CH2:22][CH2:23][CH2:24][CH2:25][NH:26][CH2:27][C:28]3[CH:29]=[N:30][CH:31]=[CH:32][CH:33]=3)=[CH:17][CH:18]=2)[CH:13]=[CH:12][C:11]1=[O:34].C(O[BH-](OC(=O)C)OC(=O)C)(=O)C.[Na+].C(=O)([O-])O.[Na+]>ClCCCl>[N:30]1[CH:31]=[CH:32][CH:33]=[C:28]([CH2:27][N:26]([CH2:7][C:3]2[CH:2]=[N:1][CH:6]=[CH:5][CH:4]=2)[CH2:25][CH2:24][CH2:23][CH2:22][CH2:21][O:20][C:16]2[CH:15]=[C:14]3[C:19](=[CH:18][CH:17]=2)[N:10]([CH3:9])[C:11](=[O:34])[CH:12]=[CH:13]3)[CH:29]=1 |f:2.3,4.5|. Reported procedure: Pyridine-3-carbaldehyde(0.076 ml) was added to a 1,2-dichloroethane solution(3 ml) of 1-methyl-6-{5-[(pyridin-3-ylmethyl)-amino]-pentyloxy}-1H-quinolin-2-one(237 mg). The mixture was stirred for 30 minutes at room temperature. Sodium triacetoxyborohydride(0.23 g) was added to the mixture, and the mixture was stirred at room temperature for 3 days. A saturated sodium hydrogencarbonate aqueous solution was added to the reaction mixture, followed by extraction using dichloromethane. The organic lay... Starting materials: C1(CC1)NC(C(=CC1=CC=C(C=C1)F)C1=CC=C(C=C1)NCC1=CC=C(C(=O)OC)C=C1)=O (methyl 4-((4-(3-(cyclopropylamino)-1-(4-fluorophenyl)-3-oxoprop-1-en-2-yl)phenylamino)methyl)benzoate), [OH-].[Na+] (NaOH). Solvent: CO (methanol), O (water). Reaction conditions: temperature 70 celsius, time 30 minute. The product is C1(CC1)NC(C(=CC1=CC=C(C=C1)F)C1=CC=C(C=C1)NCC1=CC=C(C(=O)O)C=C1)=O (4-((4-(3-(cyclopropylamino)-1-(4-fluorophenyl)-3-oxoprop-1-en-2-yl)phenylamino)methyl)benzoic acid). Isolated yield 56.8%. RXN SMILES: [CH:1]1([NH:4][C:5](=[O:33])[C:6]([C:15]2[CH:20]=[CH:19][C:18]([NH:21][CH2:22][C:23]3[CH:32]=[CH:31][C:26]([C:27]([O:29]C)=[O:28])=[CH:25][CH:24]=3)=[CH:17][CH:16]=2)=[CH:7][C:8]2[CH:13]=[CH:12][C:11]([F:14])=[CH:10][CH:9]=2)[CH2:3][CH2:2]1.[OH-].[Na+]>CO.O>[CH:1]1([NH:4][C:5](=[O:33])[C:6]([C:15]2[CH:20]=[CH:19][C:18]([NH:21][CH2:22][C:23]3[CH:24]=[CH:25][C:26]([C:27]([OH:29])=[O:28])=[CH:31][CH:32]=3)=[CH:17][CH:16]=2)=[CH:7][C:8]2[CH:13]=[CH:12][C:11]([F:14])=[CH:10][CH:9]=2)[CH2:3][CH2:2]1 |f:1.2|. Procedure details: To a solution methyl 4-((4-(3-(cyclopropylamino)-1-(4-fluorophenyl)-3-oxoprop-1-en-2-yl)phenylamino)methyl)benzoate (0.42 g, 0.9 mmol) in methanol (10 mL), a solution of NaOH (0.075 g, 18 mmol) in water (0.5 mL) was added. The reaction mixture was refluxed for 1 hour at 70° C. The solvent was removed by evaporation and the remainder was poured to ice cold water. The aqueous layer was acidified to pH 3 with citric acid and allowed to stand at 4° C. for 30 minutes, the solid precipitated was filte... Starting materials: [Cl-].ClCC1=[NH+]C=C(C(=C1C)OC)OC (2-chloromethyl-4,5-dimethoxy-3-methylpyridinium chloride), FC1(OC=2C(=CC3=C(N=C(N3)S)C2)O1)F (2,2-difluoro-5H-[1,3]-dioxolo[4,5-f]benzimidazole-6-thiol), O (water). Solvent: C(C)O (ethanol), [OH-].[Na+] (sodium hydroxide). Run at temperature 20 celsius, time 1 hour. Product: FC1(OC=2C(=CC3=C(N=C(N3)SCC3=NC=C(C(=C3C)OC)OC)C2)O1)F (2,2-Difluoro-6-[(4,5-dimethoxy-3-methyl-2-pyridyl)methylthio]-5H-[1,3]-dioxolo[4,5-f]benzimidazole). RXN SMILES: [Cl-].Cl[CH2:3][C:4]1[C:9]([CH3:10])=[C:8]([O:11][CH3:12])[C:7]([O:13][CH3:14])=[CH:6][NH+:5]=1.[F:15][C:16]1([F:29])[O:28][C:19]2=[CH:20][C:21]3[NH:25][C:24]([SH:26])=[N:23][C:22]=3[CH:27]=[C:18]2[O:17]1.O>C(O)C.[OH-].[Na+]>[F:29][C:16]1([F:15])[O:28][C:19]2=[CH:20][C:21]3[NH:25][C:24]([S:26][CH2:3][C:4]4[C:9]([CH3:10])=[C:8]([O:11][CH3:12])[C:7]([O:13][CH3:14])=[CH:6][N:5]=4)=[N:23][C:22]=3[CH:27]=[C:18]2[O:17]1 |f:0.1,5.6|. Procedure: 0.96 g of 2-chloromethyl-4,5-dimethoxy-3-methylpyridinium chloride are added to a solution of 0.92 g of 2,2-difluoro-5H-[1,3]-dioxolo[4,5-f]benzimidazole-6-thiol in 10 ml of ethanol and 10 ml of 1N sodium hydroxide solution. The yellow reaction mixture is stirred at 20° C. for 1 hour, a further 10 ml of water are added, whereupon a colorless solid precipitates out, the mixture is stirred for a further 5 hours and filtered and the residue is rinsed with 1N sodium hydroxide solution and water and ... The reactants are [NH4+].[Cl-] (NH4Cl), BrC=1C=C(C=CC1)C1=NC2=C(NC(C1)=O)C=C(C=C2)[N+](=O)[O-] (4-(3-bromophenyl)-8-nitro-1H-benzo[b][1,4]diazepin-2(3H)-one), O (H2O). The reagents and catalysts are [Fe] (Fe). The solvent is CCO (EtOH). Run at temperature 90 celsius, time 1 hour. Product: NC=1C=CC2=C(NC(CC(=N2)C2=CC(=CC=C2)Br)=O)C1 (8-amino-4-(3-bromophenyl)-1H-benzo[b][1,4]diazepin-2(3H)-one). Isolated yield 39.3%. As a reaction SMILES: [Br:1][C:2]1[CH:3]=[C:4]([C:8]2[CH2:14][C:13](=[O:15])[NH:12][C:11]3[CH:16]=[C:17]([N+:20]([O-])=O)[CH:18]=[CH:19][C:10]=3[N:9]=2)[CH:5]=[CH:6][CH:7]=1.O.[NH4+].[Cl-]>CCO.[Fe]>[NH2:20][C:17]1[CH:18]=[CH:19][C:10]2[N:9]=[C:8]([C:4]3[CH:5]=[CH:6][CH:7]=[C:2]([Br:1])[CH:3]=3)[CH2:14][C:13](=[O:15])[NH:12][C:11]=2[CH:16]=1 |f:2.3|. Reported procedure: To a stirred solution of compound 3 (0.1 g, 0.27 mmol) in EtOH:H2O (10 mL, 6:3) was added Fe-powder (0.076 g, 1.39 mmol) followed by NH4Cl (0.037 g, 0.70 mmol) at RT. The resulting reaction mixture was heated to 90° C. and stirred for 1 h; progress of the reaction was monitored by TLC. The reaction mixture was then cooled to RT; the reaction mixture was filtered and the obtained filtrate was concentrated under reduced pressure. The residue was diluted with water (10 mL) and then extracted with E... The reactants are FC1=C(C(=CC=C1)F)CC(=O)O (2-(2,6-difluorophenyl)acetic acid), C(C)(C)N(C(C)C)CC (N,N diisopropylethylamine), C(C(=O)Cl)(=O)Cl (oxalyl chloride), NC(C(=O)OCC)=NO (ethyl 2-amino-2-(hydroxyimino)acetate). Run in ClCCl (dichloromethane), CN(C)C=O (DMF), N1=CC=CC=C1 (pyridine), ClCCl (dichloromethane). Yields the product FC1=C(CC2=NC(=NO2)C(=O)OCC)C(=CC=C1)F (ethyl 5-(2,6-difluorobenzyl)-1,2,4-oxadiazole-3-carboxylate). Yield: 34.0%. RXN SMILES: [F:1][C:2]1[CH:7]=[CH:6][CH:5]=[C:4]([F:8])[C:3]=1[CH2:9][C:10]([OH:12])=O.C(Cl)(=O)C(Cl)=O.[NH2:19][C:20](=[N:26]O)[C:21]([O:23][CH2:24][CH3:25])=[O:22].C(N(CC)C(C)C)(C)C>ClCCl.N1C=CC=CC=1.CN(C=O)C>[F:8][C:4]1[CH:5]=[CH:6][CH:7]=[C:2]([F:1])[C:3]=1[CH2:9][C:10]1[O:12][N:26]=[C:20]([C:21]([O:23][CH2:24][CH3:25])=[O:22])[N:19]=1. Procedure: This compound was prepared according to general method 2 with (step I) 2-(2,6-difluorophenyl)acetic acid (0.651 g; 3.78 mmol) and oxalyl chloride (0.352 mL; 4.16 mmol) in dichloromethane (12 mL) with few drops of DMF and (step II) ethyl 2-amino-2-(hydroxyimino)acetate (0.5 g; 3.78 mmol) and N,N diisopropylethylamine (1.05 mL; 6.06 mmol) in dichloromethane (6 mL) and (step III) pyridine (18 mL). The crude material was purified by flash chromatography on silica (eluent 20 to 100% ethyl acetate in ...